The task is: describe an organic reaction: reactants, conditions, products, and yield. This data is from the Open Reaction Database (ORD), a public repository of structured organic reaction records. Starting materials: C(C)(=O)O[BH-](OC(C)=O)OC(C)=O.[Na+] (Sodium triacetoxyborohydride), O1CC(C1)=O (3-oxetanone), Cl.C(C)NC(=O)NC1=CC=C(C=C1)C=1N=C(C2=C(N1)C(NCC2)C)N2CCOCC2 (1-ethyl-3-(4-(8-methyl-4-morpholino-5,6,7,8-tetrahydropyrido[3,4-d]pyrimidin-2-yl)phenyl)urea hydrochloride salt), C(C)(C)N(C(C)C)CC (N,N-Diisopropylethylamine). Run in ClCCCl (1,2-Dichloroethane). Run at temperature 80 celsius, time 30 minute. Product: C(C)NC(=O)NC1=CC=C(C=C1)C=1N=C(C2=C(N1)C(N(CC2)C2COC2)C)N2CCOCC2 (1-ethyl-3-(4-(8-methyl-4-morpholino-7-(oxetan-3-yl)-5,6,7,8-tetrahydropyrido[3,4-d]pyrimidin-2-yl)phenyl)urea). The yield is 57.0%. Reaction SMILES: [O:1]1[CH2:4][C:3](=O)[CH2:2]1.Cl.[CH2:7]([NH:9][C:10]([NH:12][C:13]1[CH:18]=[CH:17][C:16]([C:19]2[N:20]=[C:21]([N:30]3[CH2:35][CH2:34][O:33][CH2:32][CH2:31]3)[C:22]3[CH2:28][CH2:27][NH:26][CH:25]([CH3:29])[C:23]=3[N:24]=2)=[CH:15][CH:14]=1)=[O:11])[CH3:8].C(N(CC)C(C)C)(C)C.C(O[BH-](OC(=O)C)OC(=O)C)(=O)C.[Na+]>ClCCCl>[CH2:7]([NH:9][C:10]([NH:12][C:13]1[CH:14]=[CH:15][C:16]([C:19]2[N:20]=[C:21]([N:30]3[CH2:31][CH2:32][O:33][CH2:34][CH2:35]3)[C:22]3[CH2:28][CH2:27][N:26]([CH:3]4[CH2:2][O:1][CH2:4]4)[CH:25]([CH3:29])[C:23]=3[N:24]=2)=[CH:17][CH:18]=1)=[O:11])[CH3:8] |f:1.2,4.5|. Procedure details: 3-oxetanone (0.38 mL, 5.2 mmol) and 1-ethyl-3-(4-(8-methyl-4-morpholino-5,6,7,8-tetrahydropyrido[3,4-d]pyrimidin-2-yl)phenyl)urea hydrochloride salt (451 mg, 1.04 mmol) were mixed in 1,2-Dichloroethane (6.2 mL) and N,N-Diisopropylethylamine (0.73 mL, 4.2 mmol). The reaction was stirred at 70° C. for 1 h and at 80° C. for 30 minutes. Sodium triacetoxyborohydride (0.71 g, 3.3 mmol) was added to the reaction, and the mixture was stirred at 80° C. for 30 minutes. The reaction mixture was quenched wi... Starting materials: Cc1c(-c2ccccc2)oc2c(C#N)cccc12, Cl, [Na+], [OH-], O, OCCO. Yields the product Cc1c(-c2ccccc2)oc2c(C(=O)O)cccc12. RXN SMILES: [CH3:1][c:2]1[c:3](-[c:13]2[cH:14][cH:15][cH:16][cH:17][cH:18]2)[o:4][c:5]2[c:6]1[cH:7][cH:8][cH:9][c:10]2[C:11]#[N:12].[ClH:25].[Na+:20].[OH-:19].[OH2:26].[OH:21][CH2:22][CH2:23][OH:24]>>[CH3:1][c:2]1[c:3](-[c:13]2[cH:14][cH:15][cH:16][cH:17][cH:18]2)[o:4][c:5]2[c:6]1[cH:7][cH:8][cH:9][c:10]2[C:11](=[O:19])[OH:26]. Reactants: ClC=1C=C2C(=NC1)N(C=C2B2OC(C(O2)(C)C)(C)C)S(=O)(=O)C2=CC=C(C=C2)C (5-chloro-1-(p-tolylsulfonyl)-3-(4,4,5,5-tetramethyl-1,3,2-dioxaborolan-2-yl)pyrrolo[2,3-b]pyridine), C(=O)([O-])[O-].[Na+].[Na+] (Na2CO3), ClC=1C=C2C(=NC1)N(C=C2C2=NC=C(C(=N2)S(=O)C)F)S(=O)(=O)C2=CC=C(C=C2)C (5-chloro-3-(5-fluoro-4-methylsulfinyl-pyrimidin-2-yl)-1-(p-tolylsulfonyl)pyrrolo[2,3-b]pyridine), ClC1=NC=C(C(=N1)Cl)F (2,4-dichloro-5-fluoropyrimidine). The reagents and catalysts are C=1C=CC(=CC1)[P](C=2C=CC=CC2)(C=3C=CC=CC3)[Pd]([P](C=4C=CC=CC4)(C=5C=CC=CC5)C=6C=CC=CC6)([P](C=7C=CC=CC7)(C=8C=CC=CC8)C=9C=CC=CC9)[P](C=1C=CC=CC1)(C=1C=CC=CC1)C=1C=CC=CC1 (Pd(PPh3)4). Run in C(C)#N (acetonitrile), C1CCOC1 (THF), C(C)#N.C(C)(C)O (acetonitrile isopropanol). Yields the product ClC=1C=C2C(=NC1)NC=C2C2=NC=C(C(=N2)NC2C(CCCC2)(O)C)F (2-(2-(5-chloro-1H-pyrrolo[2,3-b]pyridin-3-yl)-5-fluoropyrimidin-4-ylamino)-1-methylcyclohexanol). As a reaction SMILES: Cl[C:2]1N=C(Cl)C(F)=CN=1.Cl[C:11]1[CH:12]=[C:13]2C(B3OC(C)(C)C(C)(C)O3)=CN(S(C3C=CC(C)=CC=3)(=O)=O)[C:14]2=[N:15][CH:16]=1.[C:39]([O-:42])([O-])=O.[Na+].[Na+].[Cl:45][C:46]1[CH:47]=[C:48]2[C:54]([C:55]3[N:60]=[C:59](S(C)=O)[C:58]([F:64])=[CH:57][N:56]=3)=[CH:53][N:52](S(C3C=CC(C)=CC=3)(=O)=O)[C:49]2=[N:50][CH:51]=1>C1C=CC([P]([Pd]([P](C2C=CC=CC=2)(C2C=CC=CC=2)C2C=CC=CC=2)([P](C2C=CC=CC=2)(C2C=CC=CC=2)C2C=CC=CC=2)[P](C2C=CC=CC=2)(C2C=CC=CC=2)C2C=CC=CC=2)(C2C=CC=CC=2)C2C=CC=CC=2)=CC=1.C1COCC1.C(#N)C.C(#N)C.C(O)(C)C>[Cl:45][C:46]1[CH:47]=[C:48]2[C:54]([C:55]3[N:60]=[C:59]([NH:15][CH:14]4[CH2:13][CH2:12][CH2:11][CH2:16][C:39]4([CH3:2])[OH:42])[C:58]([F:64])=[CH:57][N:56]=3)=[CH:53][NH:52][C:49]2=[N:50][CH:51]=1 |f:2.3.4,9.10,^1:78,80,99,118|. Procedure: 2,4-dichloro-5-fluoropyrimidine, acetonitrile/isopropanol, reflux 1.5 hrs; (b) 5-chloro-3-(4,4,5,5-tetramethyl-1,3,2-dioxaborolan-2-yl)-1-tosyl-1H-pyrrolo[2,3-b]pyridine, Pd(PPh3)4, 2M Na2CO3, acetonitrile, 120° C. microwave 15 min.; (c) TBAF, THF. Starting materials: [BH4-], CN, CO, N#Cc1c(C=O)[nH]c2ccccc12, [Na+], O. Product: CNCc1[nH]c2ccccc2c1C#N. As a reaction SMILES: [BH4-:18].[CH3:1][NH2:2].[CH3:3][OH:4].[CH:5](=[O:6])[c:7]1[nH:8][c:9]2[cH:10][cH:11][cH:12][cH:13][c:14]2[c:15]1[C:16]#[N:17].[Na+:19].[OH2:20]>>[CH3:1][NH:2][CH2:5][c:7]1[nH:8][c:9]2[cH:10][cH:11][cH:12][cH:13][c:14]2[c:15]1[C:16]#[N:17]. Reactants: CC#N, CCN(C(C)C)C(C)C, Cc1ccc(N2CCc3ncnc(Cl)c3C2)c(C#N)c1, NCc1ccn2ccnc2c1. The product is Cc1ccc(N2CCc3ncnc(NCc4ccn5ccnc5c4)c3C2)c(C#N)c1. Reaction SMILES: [CH3:41][C:42]#[N:43].[CH:32]([N:33]([CH2:34][CH3:35])[CH:36]([CH3:37])[CH3:38])([CH3:39])[CH3:40].[Cl:1][c:2]1[c:3]2[c:4]([n:5][cH:6][n:7]1)[CH2:8][CH2:9][N:10]([c:12]1[c:13]([C:14]#[N:15])[cH:16][c:17]([CH3:20])[cH:18][cH:19]1)[CH2:11]2.[n:21]1[cH:22][cH:23][n:24]2[c:25]1[cH:26][c:27]([CH2:30][NH2:31])[cH:28][cH:29]2>>[c:2]1([NH:31][CH2:30][c:27]2[cH:26][c:25]3[n:21][cH:22][cH:23][n:24]3[cH:29][cH:28]2)[c:3]2[c:4]([n:5][cH:6][n:7]1)[CH2:8][CH2:9][N:10]([c:12]1[c:13]([C:14]#[N:15])[cH:16][c:17]([CH3:20])[cH:18][cH:19]1)[CH2:11]2. The reactants are C1CCOC1, COCCOc1cc2ncnc(Sc3cccc(N)c3)c2cc1OC, CN(C)c1ccncc1, CC(CF)(CF)c1cc(NC(=O)Oc2ccccc2)no1. The product is COCCOc1cc2ncnc(Sc3cccc(NC(=O)Nc4cc(C(C)(CF)CF)on4)c3)c2cc1OC. As a reaction SMILES: [CH2:56]1[O:57][CH2:58][CH2:59][CH2:60]1.[CH3:22][O:23][c:24]1[cH:25][c:26]2[c:27]([S:39][c:40]3[cH:41][c:42]([NH2:43])[cH:44][cH:45][cH:46]3)[n:28][cH:29][n:30][c:31]2[cH:32][c:33]1[O:34][CH2:35][CH2:36][O:37][CH3:38].[CH3:47][N:48]([CH3:49])[c:50]1[cH:51][cH:52][n:53][cH:54][cH:55]1.[F:1][CH2:2][C:3]([CH2:4][F:5])([CH3:6])[c:7]1[cH:8][c:9]([NH:12][C:13]([O:14][c:15]2[cH:16][cH:17][cH:18][cH:19][cH:20]2)=[O:21])[n:10][o:11]1>>[F:1][CH2:2][C:3]([CH2:4][F:5])([CH3:6])[c:7]1[cH:8][c:9]([NH:12][C:13](=[O:21])[NH:43][c:42]2[cH:41][c:40]([S:39][c:27]3[c:26]4[cH:25][c:24]([O:23][CH3:22])[c:33]([O:34][CH2:35][CH2:36][O:37][CH3:38])[cH:32][c:31]4[n:30][cH:29][n:28]3)[cH:46][cH:45][cH:44]2)[n:10][o:11]1. Starting materials: Compound 78A, CN(C)C=O (DMF), FC1=C(COC=2C=3N(C=CC2)C(=C(N3)C)C(=O)O)C(=CC=C1)F (8-[(2,6-difluorobenzyl)oxy]-2-methylimidazo[1,2-a]pyridine-3-carboxylic acid), amines. RXN SMILES: [F:1][C:2]1[CH:22]=[CH:21][CH:20]=[C:19]([F:23])[C:3]=1[CH2:4][O:5][C:6]1[C:7]2[N:8]([C:12]([C:16](O)=[O:17])=[C:13]([CH3:15])[N:14]=2)[CH:9]=[CH:10][CH:11]=1.CN([CH:27]=[O:28])C>ClCCl>[F:1][C:2]1[CH:22]=[CH:21][CH:20]=[C:19]([F:23])[C:3]=1[CH2:4][O:5][C:6]1[C:7]2[N:8]([C:12]([C:16]([NH:14][CH2:13][CH2:12][C:16]([O:28][CH3:27])=[O:17])=[O:17])=[C:13]([CH3:15])[N:14]=2)[CH:9]=[CH:10][CH:11]=1. Solvent: ClCCl (dichloromethane). Procedure: The example compounds shown in Table 6A were prepared analogously to Example Compound 78A by reacting 8-[(2,6-difluorobenzyl)oxy]-2-methylimidazo[1,2-a]pyridine-3-carboxylic acid with the appropriate commercially available amines in DMF or dichloromethane under the reaction conditions described in the Representative Working Procedure 2a: The product is FC1=C(COC=2C=3N(C=CC2)C(=C(N3)C)C(=O)NCCC(=O)OC)C(=CC=C1)F (Methyl N-({8-[(2,6-difluorobenzyl)oxy]-2-methylimidazo[1,2-a]pyridin-3-yl}carbonyl)-beta-alaninate).